From a dataset of the Open Reaction Database (ORD), a public repository of structured organic reaction records. describe an organic reaction: reactants, conditions, products, and yield Reactants: C1(=CC=CC=C1)O (phenol), CC1=CC=C(C=C1)S(=O)(=O)CCN1C(C2=CC=CC=C2C1=O)=O (2-[2-(4-methylbenzenesulphonyl)ethyl]-1H-isoindole-1,3(2H)-dione). Product: CN(C)CC=1C=C(OCCN2C(C3=CC=CC=C3C2=O)=O)C=CC1 (2-[2-[3-(N,N-Dimethylaminomethyl)phenoxy]ethyl]-1H-isoindole-1,3-(2H)-dione). As a reaction SMILES: [C:1]1([OH:7])[CH:6]=[CH:5][CH:4]=[CH:3][CH:2]=1.CC1C=CC(S([CH2:18][CH2:19][N:20]2[C:28](=[O:29])[C:27]3[C:22](=[CH:23][CH:24]=[CH:25][CH:26]=3)[C:21]2=[O:30])(=O)=O)=CC=1>>[CH3:19][N:20]([CH2:28][C:3]1[CH:2]=[C:1]([CH:6]=[CH:5][CH:4]=1)[O:7][CH2:18][CH2:19][N:20]1[C:28](=[O:29])[C:27]2[C:22](=[CH:23][CH:24]=[CH:25][CH:26]=2)[C:21]1=[O:30])[CH3:21]. Procedure: The following compounds were similarly prepared from the corresponding phenol (A) and 2-[2-(4-methylbenzenesulphonyl)ethyl]-1H-isoindole-1,3(2H)-dione (C). Starting materials: [N+](=O)([O-])C1=C(C=CC=C1)CC(=O)O (2-nitrophenylacetic acid), C(=O)(N1C=NC=C1)N1C=NC=C1 (carbonyldiimidazole), O1CCCC1 (tetrahydrofuran), NC1=NNC(=C1C1=CC=NC=C1)C1=CC=C(C=C1)F (3-amino-5-(4-fluorophenyl)-4-(4-pyridyl)pyrazole), C1CCC2=NCCCN2CC1 (DBU). Reaction conditions: time 10 minute. Yields the product FC1=CC=C(C=C1)C1=C(C(=NN1)NC(C([N+](=O)[O-])C1=CC=CC=C1)=O)C1=CC=NC=C1 (5-(4-fluorophenyl)-3-(2-nitrophenylacetylamino)-4-(4-pyridyl)pyrazole). The yield is 14.0%. Reaction SMILES: [N+:1](C1C=CC=CC=1CC(O)=O)([O-:3])=[O:2].C(N1C=CN=C1)(N1C=CN=C1)=O.[NH2:26][C:27]1[C:31]([C:32]2[CH:37]=[CH:36][N:35]=[CH:34][CH:33]=2)=[C:30]([C:38]2[CH:43]=[CH:42][C:41]([F:44])=[CH:40][CH:39]=2)[NH:29][N:28]=1.[CH2:45]1CCN2[C:48](=NCCC2)[CH2:47][CH2:46]1.[O:56]1[CH2:60][CH2:59][CH2:58][CH2:57]1>>[F:44][C:41]1[CH:42]=[CH:43][C:38]([C:30]2[NH:29][N:28]=[C:27]([NH:26][C:60](=[O:56])[CH:59]([C:58]3[CH:48]=[CH:47][CH:46]=[CH:45][CH:57]=3)[N+:1]([O-:3])=[O:2])[C:31]=2[C:32]2[CH:37]=[CH:36][N:35]=[CH:34][CH:33]=2)=[CH:39][CH:40]=1. Procedure details: Under a stream of argon gas, 543 mg of 2-nitrophenylacetic acid and 486 mg of carbonyldiimidazole were dissolved in 10 ml of tetrahydrofuran, followed by stirring at room temperature for 10 minutes. Then, 254 mg of 3-amino-5-(4-fluorophenyl)-4-(4-pyridyl)pyrazole and 457 mg of DBU were added thereto, followed by stirring at room temperature overnight. After the reaction mixture was concentrated under reduced pressure, the resulting residue was suspended in chloroform, washed with a saturated aqu... Starting materials: Br, CCOC(C)=O, CC(=O)O, Cc1ccc(S(=O)(=O)[O-])c(C2=NN(c3ncccc3Cl)C(C(=O)Nc3ccc(Cl)cc3C(=O)NC(C)C3CC3)C2)c1, [Na+], [OH-], O. Product: CC(NC(=O)c1cc(Cl)ccc1NC(=O)C1CC(Br)=NN1c1ncccc1Cl)C1CC1. As a reaction SMILES: [BrH:42].[CH3:43][CH2:44][O:45][C:46](=[O:47])[CH3:48].[CH3:51][C:52](=[O:53])[OH:54].[Cl:1][c:2]1[cH:3][c:4]([C:34]([NH:35][CH:36]([CH3:37])[CH:38]2[CH2:39][CH2:40]2)=[O:41])[c:5]([NH:8][C:9](=[O:10])[CH:11]2[CH2:12][C:13]([c:23]3[cH:24][c:25]([CH3:26])[cH:27][cH:28][c:29]3[S:30]([O-:31])(=[O:32])=[O:33])=[N:14][N:15]2[c:16]2[n:17][cH:18][cH:19][cH:20][c:21]2[Cl:22])[cH:6][cH:7]1.[Na+:50].[OH-:49].[OH2:55]>>[Cl:1][c:2]1[cH:3][c:4]([C:34]([NH:35][CH:36]([CH3:37])[CH:38]2[CH2:39][CH2:40]2)=[O:41])[c:5]([NH:8][C:9](=[O:10])[CH:11]2[CH2:12][C:13]([Br:42])=[N:14][N:15]2[c:16]2[n:17][cH:18][cH:19][cH:20][c:21]2[Cl:22])[cH:6][cH:7]1.